Task: describe an organic reaction: reactants, conditions, products, and yield. Dataset: the Open Reaction Database (ORD), a public repository of structured organic reaction records Reactants: FC1=C(C=CC=C1)N1N=NC(=C1C1=CC=NC=C1)C1=NC(=NO1)C1=CC=C(C=O)C=C1 (4-(5-(1-(2-fluorophenyl)-5-(pyridin-4-yl)-1H-1,2,3-triazol-4-yl)-1,2,4-oxadiazol-3-yl)benzaldehyde), FC1(CCNCC1)F (4,4-difluoropiperidine). The product is FC1=C(C=CC=C1)N1N=NC(=C1C1=CC=NC=C1)C1=NC(=NO1)C1=CC=C(C=C1)CN1C[C@@H](CC1)F (4-{1-(2-fluorophenyl)-4-[3-(4-{[(3R)-3-fluoropyrrolidin-1-yl]methyl}phenyl)-1,2,4-oxadiazol-5-yl]-1H-1,2,3-triazol-5-yl}pyridine), Example 161. RXN SMILES: [F:1][C:2]1[CH:7]=[CH:6][CH:5]=[CH:4][C:3]=1[N:8]1[C:12]([C:13]2[CH:18]=[CH:17][N:16]=[CH:15][CH:14]=2)=[C:11]([C:19]2[O:23][N:22]=[C:21]([C:24]3[CH:31]=[CH:30][C:27]([CH:28]=O)=[CH:26][CH:25]=3)[N:20]=2)[N:10]=[N:9]1.F[C:33]1([F:39])[CH2:38][CH2:37][NH:36][CH2:35]C1>>[F:1][C:2]1[CH:7]=[CH:6][CH:5]=[CH:4][C:3]=1[N:8]1[C:12]([C:13]2[CH:18]=[CH:17][N:16]=[CH:15][CH:14]=2)=[C:11]([C:19]2[O:23][N:22]=[C:21]([C:24]3[CH:31]=[CH:30][C:27]([CH2:28][N:36]4[CH2:37][CH2:38][C@@H:33]([F:39])[CH2:35]4)=[CH:26][CH:25]=3)[N:20]=2)[N:10]=[N:9]1. Procedure: The title compound was prepared following the procedure described for Example 94, but starting from 4-(5-(1-(2-fluorophenyl)-5-(pyridin-4-yl)-1H-1,2,3-triazol-4-yl)-1,2,4-oxadiazol-3-yl)benzaldehyde, obtained as described in Example 113, Step 1, (200 mg; 0.48 mmol) and 4,4-difluoropiperidine (168 mg; 0.97 mmol) to give Example 161 as a white solid. 1H NMR: (CDCl3, 400 MHz) δ 8.72 (2H, dd, J=4.5, 1.7 Hz), 8.05 (2H, d, J=8.1 Hz), 7.63-7.52 (2H, m), 7.45 (2H, d, J=8.0 Hz), 7.40-7.34 (3H, m), 7.22-7... Starting materials: N1=C(CC(=O)OC)C=CC2=CC=CC=C12 (methyl quinaldinate), [H][H] (hydrogen). The reagents and catalysts are [Pt]=O (platinum oxide). Run in C(C)O (ethanol). The product is N1C(CC(=O)OC)CCC2=CC=CC=C12 (methyl 1,2,3,4-tetrahydroquinaldinate). The yield is 111.1%. RXN SMILES: [N:1]1[C:15]2[C:10](=[CH:11][CH:12]=[CH:13][CH:14]=2)[CH:9]=[CH:8][C:2]=1[CH2:3][C:4]([O:6][CH3:7])=[O:5].[H][H]>C(O)C.[Pt]=O>[NH:1]1[C:15]2[C:10](=[CH:11][CH:12]=[CH:13][CH:14]=2)[CH2:9][CH2:8][CH:2]1[CH2:3][C:4]([O:6][CH3:7])=[O:5]. Procedure: In 120 ml of ethanol, 6 g of methyl quinaldinate was reduced by hydrogen in the presence of 400 mg of platinum oxide to give 6.8 g of methyl 1,2,3,4-tetrahydroquinaldinate as an oil. 3.0 g of the resulting methylester was further reduced in a dry ether by 1 g of lithium aluminum hydride to give 2.6 g of 1,2,3,4-tetrahydro-2-quinolinemethanol. A mixture of 1.6 g of the resulting alcohol, 0.93 ml of dimethylsulfonic acid, 2.16 g of calcium carbonate and 8 ml of water was stirred at room temperatur... Starting materials: CSc1nnc(Cc2cccnc2)c(=O)[nH]1, CO, CN(C)C=O, N=C(N)Nc1nc(CSCCN)cs1. Yields the product N=C(N)Nc1nc(CSCCNc2nnc(Cc3cccnc3)c(=O)[nH]2)cs1. As a reaction SMILES: [CH3:1][S:2][c:3]1[n:4][n:5][c:6]([CH2:10][c:11]2[cH:12][n:13][cH:14][cH:15][cH:16]2)[c:7](=[O:9])[nH:8]1.[CH3:31][OH:32].[CH3:33][N:34]([CH3:35])[CH:36]=[O:37].[NH:17]([C:18](=[NH:19])[NH2:20])[c:21]1[s:22][cH:23][c:24]([CH2:26][S:27][CH2:28][CH2:29][NH2:30])[n:25]1>>[c:3]1([NH:30][CH2:29][CH2:28][S:27][CH2:26][c:24]2[cH:23][s:22][c:21]([NH:17][C:18](=[NH:19])[NH2:20])[n:25]2)[n:4][n:5][c:6]([CH2:10][c:11]2[cH:12][n:13][cH:14][cH:15][cH:16]2)[c:7](=[O:9])[nH:8]1. Reactants: COC1=C(C(=O)N(C2=CC=CC=C2)C(C)C)C=CC(=C1)OC (2,4-dimethoxy-N-(1-methylethyl)-N-phenylbenzamide), B(Br)(Br)Br (boron tribromide), ice water. Run in ClCCl (dichloromethane). Reaction conditions: time 1 hour. Product: OC1=C(C(=O)N(C2=CC=CC=C2)C(C)C)C=CC(=C1)O (2,4-dihydroxy-N-(1-methylethyl)-N-phenylbenzamide). RXN SMILES: C[O:2][C:3]1[CH:20]=[C:19]([O:21]C)[CH:18]=[CH:17][C:4]=1[C:5]([N:7]([CH:14]([CH3:16])[CH3:15])[C:8]1[CH:13]=[CH:12][CH:11]=[CH:10][CH:9]=1)=[O:6].B(Br)(Br)Br>ClCCl>[OH:2][C:3]1[CH:20]=[C:19]([OH:21])[CH:18]=[CH:17][C:4]=1[C:5]([N:7]([CH:14]([CH3:16])[CH3:15])[C:8]1[CH:9]=[CH:10][CH:11]=[CH:12][CH:13]=1)=[O:6]. Procedure: A stirred solution of 2,4-dimethoxy-N-(1-methylethyl)-N-phenylbenzamide (2.4 g, 8.03 mmol) in 10 ml of dichloromethane at 0° C. was treated with 1N boron tribromide (33.2 mL, 33.2 mmol) and stirred at room temperature for 1 hour. The reaction is poured in to the ice water. After stirring for 15 minutes, the reaction was partitioned between ethyl acetate and brine, dried over magnesium sulfate and concentrated in vacuo to afford yellow foam. This material is purified by chromatography on silica g... The reactants are NC1=CC=C(C=C1)N1C(C2=CC=C(C=C2CC1)OC)CC1=CC=C(C=C1)OCC1=CC=CC=C1 (2-(4-aminophenyl)-6-methoxy-1-[4-(phenylmethoxy)benzyl]-1,2,3,4-tetrahydroisoquinoline), TEA, C(C)(=O)Cl (acetyl chloride). Solvent: C(Cl)Cl (CH2Cl2). Run at time 3 hour. Product: C(C)(=O)NC1=CC=C(C=C1)N1C(C2=CC=C(C=C2CC1)OC)CC1=CC=C(C=C1)OCC1=CC=CC=C1 (2-(4-Acetamidophenyl)-6-methoxy-1-[4-(phenylmethoxy)benzyl]-1,2,3,4-tetrahydroisoquinoline). Yield: 86.1%. Reaction SMILES: [NH2:1][C:2]1[CH:7]=[CH:6][C:5]([N:8]2[CH2:17][CH2:16][C:15]3[C:10](=[CH:11][CH:12]=[C:13]([O:18][CH3:19])[CH:14]=3)[CH:9]2[CH2:20][C:21]2[CH:26]=[CH:25][C:24]([O:27][CH2:28][C:29]3[CH:34]=[CH:33][CH:32]=[CH:31][CH:30]=3)=[CH:23][CH:22]=2)=[CH:4][CH:3]=1.[C:35](Cl)(=[O:37])[CH3:36]>C(Cl)Cl>[C:35]([NH:1][C:2]1[CH:7]=[CH:6][C:5]([N:8]2[CH2:17][CH2:16][C:15]3[C:10](=[CH:11][CH:12]=[C:13]([O:18][CH3:19])[CH:14]=3)[CH:9]2[CH2:20][C:21]2[CH:26]=[CH:25][C:24]([O:27][CH2:28][C:29]3[CH:30]=[CH:31][CH:32]=[CH:33][CH:34]=3)=[CH:23][CH:22]=2)=[CH:4][CH:3]=1)(=[O:37])[CH3:36]. Reported procedure: A solution of 2-(4-aminophenyl)-6-methoxy-1-[4-(phenylmethoxy)benzyl]-1,2,3,4-tetrahydroisoquinoline (0.205 g, 0.46 mmol) and TEA (0.060 g, 0.6 mmol) in 1 mL of CH2Cl2 at 0° C. was treated with acetyl chloride (0.043 g, 0.55 mmol). The reaction mixture was warmed to room temperature and stirred for 3 hours. The reaction was quenched by the addition of saturated aqueous NaHCO3 (0.5 mL). The organic layer was separated and the aqueous layer was extracted with CH2Cl2 (3×2 mL). The combined organic ... Starting materials: CC(C)(C)O, C1CCNCC1, CSC(=N)NC(c1ccccc1)c1ccccc1, I. Yields the product N=C(NC(c1ccccc1)c1ccccc1)N1CCCCC1, I. As a reaction SMILES: [C:26]([OH:27])([CH3:28])([CH3:29])[CH3:30].[CH2:20]1[CH2:21][CH2:22][NH:23][CH2:24][CH2:25]1.[CH3:2][S:3][C:4]([NH:5][CH:6]([c:7]1[cH:8][cH:9][cH:10][cH:11][cH:12]1)[c:13]1[cH:14][cH:15][cH:16][cH:17][cH:18]1)=[NH:19].[IH:1]>>[C:4]([NH:5][CH:6]([c:7]1[cH:8][cH:9][cH:10][cH:11][cH:12]1)[c:13]1[cH:14][cH:15][cH:16][cH:17][cH:18]1)(=[NH:19])[N:23]1[CH2:22][CH2:21][CH2:20][CH2:25][CH2:24]1.[IH:1]. RXN SMILES: [C:1]([O:5][CH:6]([C:12]1[C:21]([CH3:22])=[CH:20][C:19]2[C:14](=[CH:15][CH:16]=[CH:17][CH:18]=2)[C:13]=1[OH:23])[C:7]([O:9][CH2:10][CH3:11])=[O:8])([CH3:4])([CH3:3])[CH3:2].[Cl:24]C1C=C2C(C=C(C)C(C(O)C(OCC)=O)=C2O)=CC=1>>[C:1]([O:5][CH:6]([C:12]1[C:21]([CH3:22])=[CH:20][C:19]2[C:14](=[CH:15][C:16]([Cl:24])=[CH:17][CH:18]=2)[C:13]=1[OH:23])[C:7]([O:9][CH2:10][CH3:11])=[O:8])([CH3:4])([CH3:2])[CH3:3]. Procedure: Prepared in a similar manner to ethyl 2-tert-butoxy-2-(1-hydroxy-3-methylnaphthalen-2-yl)acetate of Example 120, except using ethyl 2-(7-chloro-1-hydroxy-3-methylnaphthalen-2-yl)-2-hydroxyacetate. 1H-NMR: (400 MHz, CDCl3): δ 9.01 (s, 1H), 8.22 (d, J=2.0 Hz, 1H), 7.56 (d, J=8.6 Hz, 1H), 7.35 (dd, J=8.6, 2.0 Hz, 1H), 7.13 (s, 1H), 5.49 (s, 1H), 4.22-4.08 (m, 2H), 2.56 (s, 3H), 1.31 (s, 9H), 1.19 (t, J=7.0 Hz, 3H). The product is C(C)(C)(C)OC(C(=O)OCC)C1=C(C2=CC(=CC=C2C=C1C)Cl)O (ethyl 2-tert-butoxy-2-(7-chloro-1-hydroxy-3-methyl-naphthalen-2-yl)acetate). Reactants: C(C)(C)(C)OC(C(=O)OCC)C1=C(C2=CC=CC=C2C=C1C)O (ethyl 2-tert-butoxy-2-(1-hydroxy-3-methylnaphthalen-2-yl)acetate), ClC1=CC=C2C=C(C(=C(C2=C1)O)C(C(=O)OCC)O)C (ethyl 2-(7-chloro-1-hydroxy-3-methylnaphthalen-2-yl)-2-hydroxyacetate). The reactants are [Al+3], Cc1ccc(C(=O)O)cc1Br, [Cl-], [Cl-], [Cl-], O=C(Cl)C(=O)Cl, ClCCl, CN(C)C=O, CCOc1ccccc1. The product is CCOc1ccc(C(=O)c2ccc(C)c(Br)c2)cc1. As a reaction SMILES: [Al+3:28].[Br:1][c:2]1[cH:3][c:4]([C:5](=[O:6])[OH:7])[cH:8][cH:9][c:10]1[CH3:11].[Cl-:27].[Cl-:29].[Cl-:30].[Cl:12][C:13]([C:14]([Cl:15])=[O:16])=[O:17].[Cl:31][CH2:32][Cl:33].[O:34]=[CH:35][N:36]([CH3:37])[CH3:38].[c:18]1([O:24][CH2:25][CH3:26])[cH:19][cH:20][cH:21][cH:22][cH:23]1>>[Br:1][c:2]1[cH:3][c:4]([C:5](=[O:7])[c:21]2[cH:20][cH:19][c:18]([O:24][CH2:25][CH3:26])[cH:23][cH:22]2)[cH:8][cH:9][c:10]1[CH3:11]. Starting materials: ClC1=NC=C(C(=N1)NC1=C(C(=O)NC)C=CC=C1)C(F)(F)F (2-{[2-chloro-5-(trifluoromethyl)pyrimidin-4-yl]amino}-N-methylbenzamide), NC1=C(C=C(CP(OCC)(OCC)=O)C=C1)OC (diethyl (4-amino-3-methoxybenzyl)phosphonate). The product is COC=1C=C(CP(OCC)(OCC)=O)C=CC1NC1=NC=C(C(=N1)NC1=C(C=CC=C1)C(NC)=O)C(F)(F)F (Diethyl (3-methoxy-4-{[4-{[2-(methylcarbamoyl)phenyl]amino}-5-(trifluoromethyl)pyrimidin-2-yl]amino}benzyl)phosphonate). Reaction SMILES: Cl[C:2]1[N:7]=[C:6]([NH:8][C:9]2[CH:18]=[CH:17][CH:16]=[CH:15][C:10]=2[C:11]([NH:13][CH3:14])=[O:12])[C:5]([C:19]([F:22])([F:21])[F:20])=[CH:4][N:3]=1.[NH2:23][C:24]1[CH:38]=[CH:37][C:27]([CH2:28][P:29](=[O:36])([O:33][CH2:34][CH3:35])[O:30][CH2:31][CH3:32])=[CH:26][C:25]=1[O:39][CH3:40]>>[CH3:40][O:39][C:25]1[CH:26]=[C:27]([CH:37]=[CH:38][C:24]=1[NH:23][C:2]1[N:7]=[C:6]([NH:8][C:9]2[CH:18]=[CH:17][CH:16]=[CH:15][C:10]=2[C:11](=[O:12])[NH:13][CH3:14])[C:5]([C:19]([F:22])([F:21])[F:20])=[CH:4][N:3]=1)[CH2:28][P:29](=[O:36])([O:33][CH2:34][CH3:35])[O:30][CH2:31][CH3:32]. Procedure: Prepared according to the procedure described for Example 48 using (2-{[2-chloro-5-(trifluoromethyl)pyrimidin-4-yl]amino}-N-methylbenzamide and diethyl (4-amino-3-methoxybenzyl)phosphonate. 1H NMR (CD3OD, 400 MHz): δ=1.27 (t, J=7.07 Hz, 6H), 2.90 (s, 3 H), 3.20-3.28 (m, 2 H), 3.91 (s, 3 H), 4.01-4.11 (m, 4 H), 6.80 (dt, J=8.21, 2.21 Hz, 1 H), 6.99 (t, J=2.15 Hz, 1 H), 7.19 (td, J=7.58, 1.26 Hz, 1 H), 7.48 (ddd, J=8.46, 7.20, 1.52 Hz, 1 H), 7.64 (dd, J=7.83, 1.52 Hz, 1 H), 7.96 (d, J=8.08 Hz, 1 H...